Dataset: the Open Reaction Database (ORD), a public repository of structured organic reaction records. Task: describe an organic reaction: reactants, conditions, products, and yield Reaction conditions: temperature 100 celsius, time 45 minute. As a reaction SMILES: Cl[C:2]1[CH:3]=[C:4]([CH:9]=[C:10]([C:12]([CH3:14])=[CH2:13])[N:11]=1)[C:5]([O:7][CH3:8])=[O:6].[CH3:15][C:16]1[CH:17]=[CH:18][C:19](B2OC(C)(C)C(C)(C)O2)=[N:20][CH:21]=1.C(=O)([O-])[O-].[Cs+].[Cs+]>CN(C=O)C.C([O-])(=O)C.[Pd+2].C([O-])(=O)C.C1C=CC([PH+]([C]2[CH][CH][CH][CH]2)C2C=CC=CC=2)=CC=1.C1C=CC([PH+]([C]2[CH][CH][CH][CH]2)C2C=CC=CC=2)=CC=1.C(Cl)Cl.Cl[Pd]Cl.[Fe].[Cu]Cl>[C:12]([C:10]1[N:11]=[C:2]([C:19]2[CH:18]=[CH:17][C:16]([CH3:15])=[CH:21][N:20]=2)[CH:3]=[C:4]([C:5]([O:7][CH3:8])=[O:6])[CH:9]=1)([CH3:14])=[CH2:13] |f:2.3.4,6.7.8,9.10.11.12.13,^1:55,56,57,58,59,73,74,75,76,77|. The solvent is CN(C)C=O (DMF). Starting materials: ClC=1C=C(C(=O)OC)C=C(N1)C(=C)C (methyl 2-chloro-6-isopropenylisonicotinate), CC=1C=CC(=NC1)B1OC(C(O1)(C)C)(C)C (5-methyl-2-(4,4,5,5-tetramethyl-1,3,2-dioxaborolan-2-yl)pyridine), C([O-])([O-])=O.[Cs+].[Cs+] (cesium carbonate). Yields the product C(=C)(C)C1=CC(=CC(=N1)C1=NC=C(C=C1)C)C(=O)OC (Methyl 6-isopropenyl-5′-methyl-2,2′-bipyridine-4-carboxylate). Reported procedure: To a solution of methyl 2-chloro-6-isopropenylisonicotinate (0.5 g, 2.36 mmol) in DMF (12 mL) were added 5-methyl-2-(4,4,5,5-tetramethyl-1,3,2-dioxaborolan-2-yl)pyridine (1.3 g, 5.9 mmol), palladium(II)acetate (26.5 mg, 0.12 mmol), cesium carbonate (1.54 g, 4.72 mmol), dichloro[1,1′-bis(diphenylphosphino)ferrocene]palladium(II) dichloromethane adduct (0.13 g, 0.24 mmol) and copper(I) chloride (0.23 g, 2.36 mmol). The mixture was purged with argon and heated to 100° C. After 45 min, saturated aqu... Reagents/catalysts: C(C)(=O)[O-].[Pd+2].C(C)(=O)[O-] (palladium(II)acetate), C1=CC=C(C=C1)[PH+](C2=CC=CC=C2)[C]3[CH][CH][CH][CH]3.C1=CC=C(C=C1)[PH+](C2=CC=CC=C2)[C]3[CH][CH][CH][CH]3.C(Cl)Cl.Cl[Pd]Cl.[Fe] (dichloro[1,1′-bis(diphenylphosphino)ferrocene]palladium(II) dichloromethane adduct), [Cu]Cl (copper(I) chloride). The yield is 86.9%. The reactants are ClC1=CC=C(C=C1)C1=CN=C(O1)NC=1C=CC=C2CCC(CC12)=O (8-{[5-(4-chlorophenyl)-1,3-oxazol-2-yl]amino}-3,4-dihydronaphthalen-2(1H)-one), FC(C1=CC=C(C=C1)C1=CN=C(O1)NC=1C=CC=C2CCC(CC12)=O)(F)F (8-({5-[4-(trifluoromethyl)phenyl]-1,3-oxazol-2-yl}amino)-3,4-dihydronaphthalen-2(1H)-one), 35Cl 37Cl. Yields the product ClC1=CC=C(C=C1)C1=CN=C(O1)NC=1C=CC=C2CCC(CC12)O (8-{[5-(4-chlorophenyl)-1,3-oxazol-2-yl]amino}-1,2,3,4-tetrahydronaphthalen-2-ol). RXN SMILES: [Cl:1][C:2]1[CH:7]=[CH:6][C:5]([C:8]2[O:12][C:11]([NH:13][C:14]3[CH:15]=[CH:16][CH:17]=[C:18]4[C:23]=3[CH2:22][C:21](=[O:24])[CH2:20][CH2:19]4)=[N:10][CH:9]=2)=[CH:4][CH:3]=1.FC(F)(F)C1C=CC(C2OC(NC3C=CC=C4C=3CC(=O)CC4)=NC=2)=CC=1>>[Cl:1][C:2]1[CH:7]=[CH:6][C:5]([C:8]2[O:12][C:11]([NH:13][C:14]3[CH:15]=[CH:16][CH:17]=[C:18]4[C:23]=3[CH2:22][CH:21]([OH:24])[CH2:20][CH2:19]4)=[N:10][CH:9]=2)=[CH:4][CH:3]=1. Procedure: The title compound was prepared using the procedure as described in Example 2, substituting the product of Example 6C for the product of Example 1I. 1H NMR (DMSO-d6) δ 9.16 (s, 1H), 7.43-7.57 (m, 6H), 7.09 (t, 1H, J=7.4 Hz), 6.83 (d, 1H, J=7.0 Hz), 4.80 (d, 1H, J=3.7 Hz), 3.92 (m, 1H), 2.72-2.98 (m, 4H), 1.86 (m, 1H), 1.61 (m, 1H); MS (ESI+) m/z 341/343 (M+H, 35Cl/37Cl). Procedure: To a suspension of benzhydryl 7-[2-methoxyimino-2-(2-aminothiazol-4-yl)acetamido]-3-ethynyl-3-cephem-4-carboxylate (syn isomer) (3.70 g) and anisole (5.58 g) was added trifluoroacetic acid (14.71 g) under ice-cooling and the resultant mixture was stirred at the same temperature for 30 minutes. The reaction mixture was dropwise added to diisopropylether (200 ml) and the precipitates were collected by filtration. The precipitates were added to water and ethyl acetate and the mixture was adjusted t... As a reaction SMILES: [CH3:1][O:2][N:3]=[C:4]([C:35]1[N:36]=[C:37]([NH2:40])[S:38][CH:39]=1)[C:5]([NH:7][CH:8]1[C:33](=[O:34])[N:10]2[C:11]([C:17]([O:19]C(C3C=CC=CC=3)C3C=CC=CC=3)=[O:18])=[C:12]([C:15]#[CH:16])[CH2:13][S:14][C@H:9]12)=[O:6].C1(OC)C=CC=CC=1.FC(F)(F)C(O)=O>C(OC(C)C)(C)C>[CH3:1][O:2][N:3]=[C:4]([C:35]1[N:36]=[C:37]([NH2:40])[S:38][CH:39]=1)[C:5]([NH:7][CH:8]1[C:33](=[O:34])[N:10]2[C:11]([C:17]([OH:19])=[O:18])=[C:12]([C:15]#[CH:16])[CH2:13][S:14][C@H:9]12)=[O:6]. Run in C(C)(C)OC(C)C (diisopropylether). Product: CON=C(C(=O)NC1[C@@H]2N(C(=C(CS2)C#C)C(=O)O)C1=O)C=1N=C(SC1)N (7-[2-methoxyimino-2-(2-aminothiazol-4-yl)acetamido]-3-ethynyl-3-cephem-4-carboxylic acid). Starting materials: resultant mixture, CON=C(C(=O)NC1[C@@H]2N(C(=C(CS2)C#C)C(=O)OC(C2=CC=CC=C2)C2=CC=CC=C2)C1=O)C=1N=C(SC1)N (benzhydryl 7-[2-methoxyimino-2-(2-aminothiazol-4-yl)acetamido]-3-ethynyl-3-cephem-4-carboxylate), C1(=CC=CC=C1)OC (anisole), FC(C(=O)O)(F)F (trifluoroacetic acid). The yield is 59.0%. Starting materials: O=S(Cl)Cl (SOCl2), COC(C(C=O)NC(C)=O)=O (2-acetylamino-3-oxo-propionic acid methyl ester), O=S(Cl)Cl (SOCl2). Solvent: C(Cl)(Cl)Cl (CHCl3). Conditions: temperature 0 celsius. The product is COC(=O)C=1N=C(OC1)C (2-methyl-oxazole-4-carboxylic acid methyl ester). Reaction SMILES: [CH3:1][O:2][C:3](=[O:11])[CH:4]([NH:7][C:8](=[O:10])[CH3:9])[CH:5]=O.O=S(Cl)Cl>C(Cl)(Cl)Cl>[CH3:1][O:2][C:3]([C:4]1[N:7]=[C:8]([CH3:9])[O:10][CH:5]=1)=[O:11]. Procedure details: A solution of the respective 2-acetylamino-3-oxo-propionic acid methyl ester derivative (0.63 mmol, 1.0 eq.) in CHCl3 (0.4 mL) was cooled to 0° C. in an ice/NaCl bath. SOCl2 (0.88 mmol, 1.4 eq.) was added to the stirred solution and the temperature was maintained at 0° C. for 30 minutes. Then the solution was stirred and refluxed for one hour. Another 0.25 eq. of SOCl2 was added and the reaction mixture was refluxed for another hour. The excess SOCl2 was quenched with 1M aq. K2CO3. The aq. layer...